The task is: describe an organic reaction: reactants, conditions, products, and yield. This data is from the Open Reaction Database (ORD), a public repository of structured organic reaction records. The reactants are CCC#N, CC(C)=Cc1ccccc1, [Na+], [OH-], O. The product is CCC(=O)NC(C)(C)Cc1ccccc1. As a reaction SMILES: [C:11]([CH2:12][CH3:13])#[N:14].[CH3:1][C:2](=[CH:3][c:4]1[cH:5][cH:6][cH:7][cH:8][cH:9]1)[CH3:10].[Na+:16].[OH-:15].[OH2:17]>>[CH3:1][C:2]([CH2:3][c:4]1[cH:5][cH:6][cH:7][cH:8][cH:9]1)([CH3:10])[NH:14][C:11]([CH2:12][CH3:13])=[O:15]. The reactants are C=CCC[SiH](CF)c1ccccc1, C1CSCSC1, C1CCOC1, [Li]CCCC. The product is C=CCC[SiH](CC1SCCCS1)c1ccccc1. RXN SMILES: [CH2:12]([CH2:13][CH:14]=[CH2:15])[SiH:16]([c:17]1[cH:18][cH:19][cH:20][cH:21][cH:22]1)[CH2:23][F:24].[CH2:1]1[CH2:2][S:3][CH2:4][S:5][CH2:6]1.[CH2:25]1[O:26][CH2:27][CH2:28][CH2:29]1.[CH2:7]([Li:8])[CH2:9][CH2:10][CH3:11]>>[CH2:1]1[CH2:2][S:3][CH:4]([CH2:23][SiH:16]([CH2:12][CH2:13][CH:14]=[CH2:15])[c:17]2[cH:18][cH:19][cH:20][cH:21][cH:22]2)[S:5][CH2:6]1. Starting materials: ClC1=C(N)C(=CC=C1)C (2-chloro-6-methylaniline), C(O)([O-])=O.[Na+] (sodium hydrogen carbonate), COC(C(C)Br)=O (α-bromopropionic acid methyl ester). Yields the product COC(C(C)NC1=C(C=CC=C1C)Cl)=O (α-(2-chloro-6-methylanilino)-propionic acid methyl ester). Reaction SMILES: [Cl:1][C:2]1[CH:8]=[CH:7][CH:6]=[C:5]([CH3:9])[C:3]=1[NH2:4].C(=O)([O-])O.[Na+].[CH3:15][O:16][C:17](=[O:21])[CH:18](Br)[CH3:19]>>[CH3:15][O:16][C:17](=[O:21])[CH:18]([NH:4][C:3]1[C:5]([CH3:9])=[CH:6][CH:7]=[CH:8][C:2]=1[Cl:1])[CH3:19] |f:1.2|. Reported procedure: 35.4 g of 2-chloro-6-methylaniline, 21.3 g of sodium hydrogen carbonate and 84 ml of DL-α-bromopropionic acid methyl ester are stirred for 17 hours at 140° bath temperature. After cooling, the darkly coloured reaction mixture is filtered, and the excess α-bromopropionic acid methyl ester is distilled off in a water-jet vacuum. The residue remaining is fractionally distilled in high vacuum. There is obtained 25.9 g of α-(2-chloro-6-methylanilino)-propionic acid methyl ester, b.p. 72°-75°/0.001 To... Reactants: CN1CCC(Oc2ccc([N+](=O)[O-])cc2)(c2ccccc2)CC1, CO, [H][H]. The product is CN1CCC(Oc2ccc(N)cc2)(c2ccccc2)CC1. As a reaction SMILES: [CH3:1][N:2]1[CH2:3][CH2:4][C:5]([c:8]2[cH:9][cH:10][cH:11][cH:12][cH:13]2)([O:14][c:15]2[cH:16][cH:17][c:18]([N+:21]([O-:22])=[O:23])[cH:19][cH:20]2)[CH2:6][CH2:7]1.[CH3:26][OH:27].[H:24][H:25]>>[CH3:1][N:2]1[CH2:3][CH2:4][C:5]([c:8]2[cH:9][cH:10][cH:11][cH:12][cH:13]2)([O:14][c:15]2[cH:16][cH:17][c:18]([NH2:21])[cH:19][cH:20]2)[CH2:6][CH2:7]1. The reactants are C(C)(C)(C)OC(=O)C1(CCNCC1)N (4-amino-piperidine-4-carboxylic acid tert-butyl ester), COCC(=O)Cl (methoxy-acetyl chloride). Product: NC1CCN(CC1)C(COC)=O (1-(4-Amino-piperidin-1-yl)-2-methoxy-ethanone). Reaction SMILES: C(OC([C:8]1([NH2:14])[CH2:13][CH2:12][NH:11][CH2:10][CH2:9]1)=O)(C)(C)C.[CH3:15][O:16][CH2:17][C:18](Cl)=[O:19]>>[NH2:14][CH:8]1[CH2:9][CH2:10][N:11]([C:18](=[O:19])[CH2:17][O:16][CH3:15])[CH2:12][CH2:13]1. Reported procedure: Starting from 4-amino-piperidine-4-carboxylic acid tert-butyl ester and methoxy-acetyl chloride the title compound is obtained as slightly brown oil. The reactants are CC1=C(C(=NC(=N1)C1=CC=CC=C1)C1=CC=NC=C1)C(=O)OCC (ethyl 6-methyl-2-phenyl-4-(4-pyridyl)-5-pyrimidinecarboxylate), [H-].[Al+3].[Li+].[H-].[H-].[H-] (lithium aluminum hydride), [H-].[Al+3].[Li+].[H-].[H-].[H-] (lithium aluminum hydride), O (water). Solvent: solvent, O1CCCC1 (tetrahydrofuran). Reaction conditions: time 2 hour. Product: CC=1C(=NC(=NC1C)C1=CC=CC=C1)C1=CC=NC=C1 (5,6-dimethyl-2-phenyl-4-(4-pyridyl)pyrimidine). Yield: 1.8%. RXN SMILES: [H-].[Al+3].[Li+].[H-].[H-].[H-].[CH3:7][C:8]1[N:13]=[C:12]([C:14]2[CH:19]=[CH:18][CH:17]=[CH:16][CH:15]=2)[N:11]=[C:10]([C:20]2[CH:25]=[CH:24][N:23]=[CH:22][CH:21]=2)[C:9]=1[C:26](OCC)=O.O>O1CCCC1>[CH3:26][C:9]1[C:10]([C:20]2[CH:21]=[CH:22][N:23]=[CH:24][CH:25]=2)=[N:11][C:12]([C:14]2[CH:19]=[CH:18][CH:17]=[CH:16][CH:15]=2)=[N:13][C:8]=1[CH3:7] |f:0.1.2.3.4.5|. Procedure details: To a suspension of lithium aluminum hydride (0.24 g) in dry tetrahydrofuran (40 ml) was dropwise added a solution of ethyl 6-methyl-2-phenyl-4-(4-pyridyl)-5-pyrimidinecarboxylate (2.0 g) in the same solvent (20 ml) under cooling at 7°-9° C. After the addition was completed, the mixture was stirred for 2 hours at room temperature. The excess lithium aluminum hydride was decomposed by a careful addition of water and the dried solution was concentrated in vacuo to an oil. The oil was column chromat... The reactants are C(C1=CC=CC=C1)N1C2=C(C=CC(=C2C=2C(CCCC12)C(=O)N)OC)F (9-benzyl-5-methoxy-8-fluoro-1,2,3,4-tetrahydrocarbazole-4-carboxamide), ClC=1C(C(=C(C(C1Cl)=O)C#N)C#N)=O (2,3-dichloro-5,6-dicyano-1,4-benzoquinone). Run in O1CCOCC1 (dioxane). The product is C(C1=CC=CC=C1)N1C2=CC=CC(=C2C=2C(=CC=C(C12)F)OC)C(N)=O (9-benzyl-5-carbamoyl-4-methoxy-1-fluorocarbazole). Isolated yield 99.4%. As a reaction SMILES: [CH2:1]([N:8]1[C:20]2[CH2:19][CH2:18][CH2:17][CH:16]([C:21]([NH2:23])=[O:22])[C:15]=2[C:14]2[C:9]1=[C:10]([F:26])[CH:11]=[CH:12][C:13]=2[O:24][CH3:25])[C:2]1[CH:7]=[CH:6][CH:5]=[CH:4][CH:3]=1.ClC1C(=O)C(C#N)=C(C#N)C(=O)C=1Cl>O1CCOCC1>[CH2:1]([N:8]1[C:9]2[C:10]([F:26])=[CH:11][CH:12]=[C:13]([O:24][CH3:25])[C:14]=2[C:15]2[C:20]1=[CH:19][CH:18]=[CH:17][C:16]=2[C:21](=[O:22])[NH2:23])[C:2]1[CH:7]=[CH:6][CH:5]=[CH:4][CH:3]=1. Procedure: A solution of 0.458 g of 9-benzyl-5-methoxy-8-fluoro-1,2,3,4-tetrahydrocarbazole-4-carboxamide in 13 ml of dry dioxane under nitrogen was treated with 0.59 g of 2,3-dichloro-5,6-dicyano-1,4-benzoquinone and refluxed for one hour. The reaction mixture was cooled and filtered and the precipitate was washed with 15 ml of dioxane. The filtrate and washing were poured into saturated sodium bicarbonate solution and extracted three times with ethyl acetate. The extracts were washed with saturated sodiu...